From a dataset of the Open Reaction Database (ORD), a public repository of structured organic reaction records. describe an organic reaction: reactants, conditions, products, and yield Reactants: Cl, NO, [Na+], O=C([O-])O, C1CCOC1, O=C(Cl)C=Cc1cccc(S(=O)(=O)NCc2ccc3c(c2)OCO3)c1. The product is O=C(C=Cc1cccc(S(=O)(=O)NCc2ccc3c(c2)OCO3)c1)NO. Reaction SMILES: [ClH:1].[NH2:2][OH:3].[Na+:8].[O-:4][C:5]([OH:6])=[O:7].[O:34]1[CH2:35][CH2:36][CH2:37][CH2:38]1.[O:9]1[CH2:10][O:11][c:12]2[c:13]1[cH:14][cH:15][c:16]([CH2:18][NH:19][S:20](=[O:21])(=[O:22])[c:23]1[cH:24][c:25]([CH:29]=[CH:30][C:31](=[O:32])[Cl:33])[cH:26][cH:27][cH:28]1)[cH:17]2>>[NH:2]([OH:3])[C:31]([CH:30]=[CH:29][c:25]1[cH:24][c:23]([S:20]([NH:19][CH2:18][c:16]2[cH:15][cH:14][c:13]3[c:12]([cH:17]2)[O:11][CH2:10][O:9]3)(=[O:21])=[O:22])[cH:28][cH:27][cH:26]1)=[O:32]. The reactants are B, O=C1CCN(C(=O)OCc2ccccc2)c2ccccc21, CSC, CO, ClCCl. Yields the product O=C(OCc1ccccc1)N1CCC(O)c2ccccc21. RXN SMILES: [BH3:4].[CH2:5]([c:6]1[cH:7][cH:8][cH:9][cH:10][cH:11]1)[O:12][C:13](=[O:14])[N:15]1[CH2:16][CH2:17][C:18](=[O:25])[c:19]2[cH:20][cH:21][cH:22][cH:23][c:24]21.[CH3:1][S:2][CH3:3].[CH3:26][OH:27].[Cl:28][CH2:29][Cl:30]>>[CH2:5]([c:6]1[cH:7][cH:8][cH:9][cH:10][cH:11]1)[O:12][C:13](=[O:14])[N:15]1[CH2:16][CH2:17][CH:18]([OH:25])[c:19]2[cH:20][cH:21][cH:22][cH:23][c:24]21. Reactants: NC=1C=CC2=C(C(=NO2)OCC(CO)NC(=O)OC(C)(C)C)C1 (5-amino-3-(2-tert-butoxycarbonylamino-3-hydroxypropoxy)-1,2-benzoisoxazole), Cl (hydrogen chloride), C=O (formalin), C(#N)[BH3-].[Na+] (sodium cyanoborohydride), [OH-].[Na+] (sodium hydroxide). Run in CO (methanol), O1CCOCC1 (dioxane), O (water), C(C)(=O)OCC (Ethyl acetate). Yields the product C(C)(C)(C)OC(=O)NC(COC1=NOC2=C1C=C(C=C2)N(C)C)CO (3-(2-tert-butoxycarbonylamino-3-hydroxypropoxy)-5-dimethylamino-1,2-benzoisoxazole). Reaction SMILES: N[C:2]1[CH:3]=[CH:4][C:5]2[O:9][N:8]=[C:7]([O:10][CH2:11][CH:12]([NH:15][C:16]([O:18][C:19]([CH3:22])([CH3:21])[CH3:20])=[O:17])[CH2:13][OH:14])[C:6]=2[CH:23]=1.Cl.[CH2:25]=O.[C:27]([BH3-])#[N:28].[Na+].[OH-].[Na+]>CO.O.C(OCC)(=O)C.O1CCOCC1>[C:19]([O:18][C:16]([NH:15][CH:12]([CH2:13][OH:14])[CH2:11][O:10][C:7]1[C:6]2[CH:23]=[C:2]([N:28]([CH3:27])[CH3:25])[CH:3]=[CH:4][C:5]=2[O:9][N:8]=1)=[O:17])([CH3:22])([CH3:21])[CH3:20] |f:3.4,5.6|. Procedure details: To a solution of 0.61 g of 5-amino-3-(2-tert-butoxycarbonylamino-3-hydroxypropoxy)-1,2-benzoisoxazole in 18 ml of methanol are added 1.3 ml of a dioxane solution (2.2N) of hydrogen chloride and 0.49 g of 37% formalin at 20°-25° C., and then, 0.19 g of sodium cyanoborohydride is added at 15°-20° C., after which they are subjected to reaction at the same temperature for 30 minutes. Ethyl acetate and water are added to the reaction mixture and the pH is adjusted to 10 with an aqueous sodium hydroxi... Starting materials: O=C([O-])O, COC(=O)c1sc(-c2cccc(NC3CCNCC3)c2)c(Br)c1OCC(=O)OC(C)(C)C, ClCCl, [Na+], Cc1ccccc1CS(=O)(=O)Cl. Yields the product COC(=O)c1sc(-c2cccc(NC3CCN(S(=O)(=O)Cc4ccccc4C)CC3)c2)c(Br)c1OCC(=O)OC(C)(C)C. Reaction SMILES: [C:45](=[O:46])([OH:47])[O-:48].[CH3:1][O:2][C:3](=[O:4])[c:5]1[s:6][c:7](-[c:20]2[cH:21][c:22]([NH:26][CH:27]3[CH2:28][CH2:29][NH:30][CH2:31][CH2:32]3)[cH:23][cH:24][cH:25]2)[c:8]([Br:19])[c:9]1[O:10][CH2:11][C:12](=[O:13])[O:14][C:15]([CH3:16])([CH3:17])[CH3:18].[Cl:50][CH2:51][Cl:52].[Na+:49].[c:33]1([CH3:44])[c:34]([CH2:39][S:40](=[O:41])(=[O:42])[Cl:43])[cH:35][cH:36][cH:37][cH:38]1>>[CH3:1][O:2][C:3](=[O:4])[c:5]1[s:6][c:7](-[c:20]2[cH:21][c:22]([NH:26][CH:27]3[CH2:28][CH2:29][N:30]([S:40]([CH2:39][c:34]4[c:33]([CH3:44])[cH:38][cH:37][cH:36][cH:35]4)(=[O:41])=[O:42])[CH2:31][CH2:32]3)[cH:23][cH:24][cH:25]2)[c:8]([Br:19])[c:9]1[O:10][CH2:11][C:12](=[O:13])[O:14][C:15]([CH3:16])([CH3:17])[CH3:18]. Starting materials: C[C@H](C=1C=C(C=C(C1)C(F)(F)F)C(F)(F)F)O[C@@H]2[C@@H](N(CCO2)CC3=NN(C(=O)N3)P(=O)(O)O)C=4C=CC(=CC4)F.CNC[C@@H]([C@H]([C@@H]([C@@H](CO)O)O)O)O.CNC[C@@H]([C@H]([C@@H]([C@@H](CO)O)O)O)O (fosaprepitant dimeglumine), O (water). Run in CO (methanol). Conditions: temperature 0 celsius, time 5 minute. The product is C[C@H](C=1C=C(C=C(C1)C(F)(F)F)C(F)(F)F)O[C@@H]2[C@@H](N(CCO2)CC=3N=C(N(N3)P(=O)(O)O)O)C=4C=CC(=CC4)F (fosaprepitant). The yield is 79.0%. As a reaction SMILES: [CH3:1][C@@H:2]([O:17][C@H:18]1[O:23][CH2:22][CH2:21][N:20]([CH2:24][C:25]2[NH:30][C:28](=[O:29])[N:27]([P:31]([OH:34])([OH:33])=[O:32])[N:26]=2)[C@H:19]1[C:35]1[CH:36]=[CH:37][C:38]([F:41])=[CH:39][CH:40]=1)[C:3]1[CH:4]=[C:5]([C:13]([F:16])([F:15])[F:14])[CH:6]=[C:7]([C:9]([F:12])([F:11])[F:10])[CH:8]=1.CNC[C@H](O)[C@@H](O)[C@H](O)[C@H](O)CO.CNC[C@H](O)[C@@H](O)[C@H](O)[C@H](O)CO.O>CO>[CH3:1][C@@H:2]([O:17][C@H:18]1[O:23][CH2:22][CH2:21][N:20]([CH2:24][C:25]2[N:30]=[C:28]([OH:29])[N:27]([P:31]([OH:33])([OH:34])=[O:32])[N:26]=2)[C@H:19]1[C:35]1[CH:36]=[CH:37][C:38]([F:41])=[CH:39][CH:40]=1)[C:3]1[CH:8]=[C:7]([C:9]([F:10])([F:11])[F:12])[CH:6]=[C:5]([C:13]([F:16])([F:15])[F:14])[CH:4]=1 |f:0.1.2|. Procedure: 6.0 gm of fosaprepitant dimeglumine salt, prepared as in Part B, 120 ml of water and 120 ml of methanol were charged in a clean and dry round bottom flask followed by cooling to about 0° C. The pH of the reaction mixture was adjusted to about 1 by the addition of 1N hydrochloric acid solution at about 0° C.-5° C. The resultant reaction mixture was stirred for about 5 minutes. The separated solid was filtered and the solid was washed with copious amount of water to neutral pH. Finally, the solid ... The reactants are CC(C)(C)OC(=O)N1CCCN(c2nc3ccccc3[nH]2)CC1, C=CCBr, CN(C)C=O, ClCCl, [H-], [Na+]. Product: C=CCn1c(N2CCCN(C(=O)OC(C)(C)C)CC2)nc2ccccc21. Reaction SMILES: [C:1]([CH3:2])([CH3:3])([CH3:4])[O:5][C:6](=[O:7])[N:8]1[CH2:9][CH2:10][N:11]([c:15]2[n:16][c:17]3[c:18]([nH:19]2)[cH:20][cH:21][cH:22][cH:23]3)[CH2:12][CH2:13][CH2:14]1.[CH2:26]([CH:27]=[CH2:28])[Br:29].[CH3:30][N:31]([CH3:32])[CH:33]=[O:34].[Cl:35][CH2:36][Cl:37].[H-:24].[Na+:25]>>[C:1]([CH3:2])([CH3:3])([CH3:4])[O:5][C:6](=[O:7])[N:8]1[CH2:9][CH2:10][N:11]([c:15]2[n:16]([CH2:28][CH:27]=[CH2:26])[c:17]3[c:18]([n:19]2)[cH:20][cH:21][cH:22][cH:23]3)[CH2:12][CH2:13][CH2:14]1. The reactants are CO, Cl, CCCN(CCC)CCc1cccc([N+](=O)[O-])c1CC(=O)O. Product: Cl, CCCN(CCC)CCc1cccc2c1CC(=O)N2. Reaction SMILES: [CH3:24][OH:25].[ClH:1].[N+:2]([O-:4])([c:5]1[c:6]([CH2:20][C:21](=[O:3])[OH:23])[c:7]([CH2:11][CH2:12][N:13]([CH2:14][CH2:15][CH3:16])[CH2:17][CH2:18][CH3:19])[cH:8][cH:9][cH:10]1)=[O:22]>>[ClH:1].[NH:2]1[c:5]2[c:6]([c:7]([CH2:11][CH2:12][N:13]([CH2:14][CH2:15][CH3:16])[CH2:17][CH2:18][CH3:19])[cH:8][cH:9][cH:10]2)[CH2:20][C:21]1=[O:23].